Task: describe an organic reaction: reactants, conditions, products, and yield. Dataset: the Open Reaction Database (ORD), a public repository of structured organic reaction records The reactants are ( E ), CON=C(C(=O)OC)C1=C(C=CC=C1)CBr (methyl methoxyimino-(2-bromomethylphenyl)acetate), C([O-])([O-])=O.[K+].[K+] (potassium carbonate), CON=C1COC2=C1C=CC(=C2)O (3-methoxyimino-6-hydroxy-2,3-dihydrobenzofuran). Run in CN(C=O)C (N,N-dimethylformamide), ice water. The product is CON=C(C(=O)OC)C1=C(C=CC=C1)COC1=CC2=C(C(CO2)=NOC)C=C1 (methyl methoxyimino-[2-(3-methoxyimino-2,3-dihydrobenzofuran-6-yloxymethyl)-phenyl]acetate). RXN SMILES: [CH3:1][O:2][N:3]=[C:4]([C:9]1[CH:14]=[CH:13][CH:12]=[CH:11][C:10]=1[CH2:15]Br)[C:5]([O:7][CH3:8])=[O:6].C(=O)([O-])[O-].[K+].[K+].[CH3:23][O:24][N:25]=[C:26]1[C:30]2[CH:31]=[CH:32][C:33]([OH:35])=[CH:34][C:29]=2[O:28][CH2:27]1>CN(C)C=O>[CH3:1][O:2][N:3]=[C:4]([C:9]1[CH:14]=[CH:13][CH:12]=[CH:11][C:10]=1[CH2:15][O:35][C:33]1[CH:32]=[CH:31][C:30]2[C:26](=[N:25][O:24][CH3:23])[CH2:27][O:28][C:29]=2[CH:34]=1)[C:5]([O:7][CH3:8])=[O:6] |f:1.2.3|. Procedure details: 3.4 g of (E) methyl methoxyimino-(2-bromomethylphenyl)acetate was added to 9.0 g of potassium carbonate and 1.8 g of 3-methoxyimino-6-hydroxy-2,3-dihydrobenzofuran in 30 ml of N,N-dimethylformamide, and they were reacted at room temperature for 6 hours. After the completion of the reaction, the reaction liquid was poured in ice/water. After the extraction with ethyl acetate, the extract was washed with water, dried over anhydrous magnesium sulfate and concentrated under reduced pressure. The res...